This data is from the Open Reaction Database (ORD), a public repository of structured organic reaction records. The task is: describe an organic reaction: reactants, conditions, products, and yield Reactants: C(=O)(C(F)(F)F)O (TFA), C(C)(C)(C)OC(NC1CCC(CC1)CNC1=NC(=NC=C1[N+](=O)[O-])NCC(N1CCCC1)=O)=O ((4-{[5-Nitro-2-(2-oxo-2-pyrrolidin-1-yl-ethylamino)-pyrimidin-4-ylamino]-methyl}-cyclohexyl)-carbamic acid tert-butyl ester), C(=O)(O)[O-].[Na+] (NaHCO3). Solvent: C(Cl)Cl (CH2Cl2). Run at time 1 hour. The product is N[C@@H]1CC[C@H](CC1)CNC1=NC(=NC=C1[N+](=O)[O-])NCC(N1CCCC1)=O (N4-[(trans-4-aminocyclohexyl)methyl]-5-nitro-N2-(2-oxo-2-pyrrolidin-1-ylethyl)pyrimidine-2,4-diamine). The yield is 86.1%. Reaction SMILES: C(OC(=O)[NH:7][CH:8]1[CH2:13][CH2:12][CH:11]([CH2:14][NH:15][C:16]2[C:21]([N+:22]([O-:24])=[O:23])=[CH:20][N:19]=[C:18]([NH:25][CH2:26][C:27](=[O:33])[N:28]3[CH2:32][CH2:31][CH2:30][CH2:29]3)[N:17]=2)[CH2:10][CH2:9]1)(C)(C)C.C(O)(C(F)(F)F)=O.C([O-])(O)=O.[Na+]>C(Cl)Cl>[NH2:7][C@H:8]1[CH2:9][CH2:10][C@H:11]([CH2:14][NH:15][C:16]2[C:21]([N+:22]([O-:24])=[O:23])=[CH:20][N:19]=[C:18]([NH:25][CH2:26][C:27](=[O:33])[N:28]3[CH2:32][CH2:31][CH2:30][CH2:29]3)[N:17]=2)[CH2:12][CH2:13]1 |f:2.3|. Reported procedure: (4-{[5-Nitro-2-(2-oxo-2-pyrrolidin-1-yl-ethylamino)-pyrimidin-4-ylamino]-methyl}-cyclohexyl)-carbamic acid tert-butyl ester (19 mg, 0.04 mmol) was dissolved in CH2Cl2 (5 mL) and TFA (1 mL) was added. The reaction mixture was stirred at room temperature for 1 h. The solution was treated with saturated NaHCO3 and the organic phase was separated. The aqueous phase was extracted with CH2Cl2 and the combined organic phase was dried over Na2SO4 and concentrated. The resulting residue was purified by s... The reactants are COc1cncc(Br)c1, CCOCC, CC(C)(C)[O-], Cc1ccccc1, CC(C)(C)OC(=O)N1CCC2CNCC21, [Na+], O=C(C=Cc1ccccc1)C=Cc1ccccc1, O=C(C=Cc1ccccc1)C=Cc1ccccc1, O=C(C=Cc1ccccc1)C=Cc1ccccc1, [Pd], [Pd], c1ccc(P(c2ccccc2)c2ccc3ccccc3c2-c2c(P(c3ccccc3)c3ccccc3)ccc3ccccc23)cc1. RXN SMILES: [Br:62][c:63]1[cH:64][n:65][cH:66][c:67]([O:69][CH3:70])[cH:68]1.[CH3:140][CH2:141][O:142][CH2:143][CH3:144].[CH3:71][C:72]([CH3:73])([O-:74])[CH3:75].[CH3:77][c:78]1[cH:79][cH:80][cH:81][cH:82][cH:83]1.[N:1]1([C:9](=[O:10])[O:11][C:12]([CH3:13])([CH3:14])[CH3:15])[CH:2]2[CH:3]([CH2:4][CH2:5]1)[CH2:6][NH:7][CH2:8]2.[Na+:76].[O:104]=[C:105]([CH:106]=[CH:107][c:108]1[cH:109][cH:110][cH:111][cH:112][cH:113]1)[CH:114]=[CH:115][c:116]1[cH:117][cH:118][cH:119][cH:120][cH:121]1.[O:122]=[C:123]([CH:124]=[CH:125][c:126]1[cH:127][cH:128][cH:129][cH:130][cH:131]1)[CH:132]=[CH:133][c:134]1[cH:135][cH:136][cH:137][cH:138][cH:139]1.[O:86]=[C:87]([CH:88]=[CH:89][c:90]1[cH:91][cH:92][cH:93][cH:94][cH:95]1)[CH:96]=[CH:97][c:98]1[cH:99][cH:100][cH:101][cH:102][cH:103]1.[Pd:84].[Pd:85].[c:16]1([P:17]([c:18]2[cH:19][cH:20][cH:21][cH:22][cH:23]2)[c:24]2[cH:25][cH:26][c:27]3[c:28]([cH:29][cH:30][cH:31][cH:32]3)[c:33]2-[c:34]2[c:35]3[c:36]([cH:37][cH:38][cH:39][cH:40]3)[cH:41][cH:42][c:43]2[P:44]([c:45]2[cH:46][cH:47][cH:48][cH:49][cH:50]2)[c:51]2[cH:52][cH:53][cH:54][cH:55][cH:56]2)[cH:57][cH:58][cH:59][cH:60][cH:61]1>>[N:1]1([C:9](=[O:10])[O:11][C:12]([CH3:13])([CH3:14])[CH3:15])[CH:2]2[CH:3]([CH2:4][CH2:5]1)[CH2:6][N:7]([c:63]1[cH:64][n:65][cH:66][c:67]([O:69][CH3:70])[cH:68]1)[CH2:8]2. The product is COc1cncc(N2CC3CCN(C(=O)OC(C)(C)C)C3C2)c1. The reactants are COc1cccc(CN(CC(O)C(Cc2cc(F)cc(F)c2)NC(=O)c2cc(C(C)O)cc(N3CCCCS3(=O)=O)c2)C(=O)OC(C)(C)C)c1, CO, Cl. Product: COc1cccc(CNCC(O)C(Cc2cc(F)cc(F)c2)NC(=O)c2cc(C(C)O)cc(N3CCCCS3(=O)=O)c2)c1. Reaction SMILES: [C:1]([O:2][C:3](=[O:4])[N:7]([CH2:8][c:9]1[cH:10][c:11]([O:15][CH3:16])[cH:12][cH:13][cH:14]1)[CH2:17][CH:18]([CH:19]([CH2:20][c:21]1[cH:22][c:23]([F:28])[cH:24][c:25]([F:27])[cH:26]1)[NH:29][C:30]([c:31]1[cH:32][c:33]([N:40]2[S:41](=[O:46])(=[O:47])[CH2:42][CH2:43][CH2:44][CH2:45]2)[cH:34][c:35]([CH:37]([CH3:38])[OH:39])[cH:36]1)=[O:48])[OH:49])([CH3:5])([CH3:6])[CH3:50].[CH3:52][OH:53].[ClH:51]>>[NH:7]([CH2:8][c:9]1[cH:10][c:11]([O:15][CH3:16])[cH:12][cH:13][cH:14]1)[CH2:17][CH:18]([CH:19]([CH2:20][c:21]1[cH:22][c:23]([F:28])[cH:24][c:25]([F:27])[cH:26]1)[NH:29][C:30]([c:31]1[cH:32][c:33]([N:40]2[S:41](=[O:46])(=[O:47])[CH2:42][CH2:43][CH2:44][CH2:45]2)[cH:34][c:35]([CH:37]([CH3:38])[OH:39])[cH:36]1)=[O:48])[OH:49]. Starting materials: ClCCl, COc1ccc(Cn2nnc(CC(=O)Cl)n2)cc1, CC(C)c1csc(CCc2ccn3c(=O)cc(N4CCOCC4)nc3c2)n1, [Cl-], c1ccncc1. Product: COc1ccc(Cn2nnc(CC(=O)c3c(N4CCOCC4)nc4cc(CCc5nc(C(C)C)cs5)ccn4c3=O)n2)cc1. RXN SMILES: [CH2:53]([Cl:54])[Cl:55].[CH3:1][O:2][c:3]1[cH:4][cH:5][c:6]([CH2:7][n:8]2[n:9][c:10]([CH2:13][C:14](=[O:15])[Cl:16])[n:11][n:12]2)[cH:17][cH:18]1.[CH:25]([CH3:26])([CH3:27])[c:28]1[n:29][c:30]([CH2:33][CH2:34][c:35]2[cH:36][c:37]3[n:38]([c:39](=[O:49])[cH:40][c:41]([N:43]4[CH2:44][CH2:45][O:46][CH2:47][CH2:48]4)[n:42]3)[cH:50][cH:51]2)[s:31][cH:32]1.[Cl-:52].[cH:19]1[cH:20][cH:21][n:22][cH:23][cH:24]1>>[CH3:1][O:2][c:3]1[cH:4][cH:5][c:6]([CH2:7][n:8]2[n:9][c:10]([CH2:13][C:14](=[O:15])[c:40]3[c:39](=[O:49])[n:38]4[c:37]([cH:36][c:35]([CH2:34][CH2:33][c:30]5[n:29][c:28]([CH:25]([CH3:26])[CH3:27])[cH:32][s:31]5)[cH:51][cH:50]4)[n:42][c:41]3[N:43]3[CH2:44][CH2:45][O:46][CH2:47][CH2:48]3)[n:11][n:12]2)[cH:17][cH:18]1. Reactants: CCCN(CC1CCN(C(=O)OC(C)(C)C)CC1)C1CCc2ccc(OS(=O)(=O)c3c(C)noc3C)cc2C1, ClCCl, O=C(O)C(F)(F)F. Yields the product CCCN(CC1CCNCC1)C1CCc2ccc(OS(=O)(=O)c3c(C)noc3C)cc2C1. As a reaction SMILES: [C:1]([O:2][C:3](=[O:4])[N:8]1[CH2:9][CH2:10][CH:11]([CH2:14][N:15]([CH2:16][CH2:17][CH3:18])[CH:19]2[CH2:20][c:21]3[cH:22][c:23]([O:29][S:30](=[O:31])(=[O:32])[c:33]4[c:34]([CH3:39])[n:35][o:36][c:37]4[CH3:38])[cH:24][cH:25][c:26]3[CH2:27][CH2:28]2)[CH2:12][CH2:13]1)([CH3:5])([CH3:6])[CH3:7].[CH2:47]([Cl:48])[Cl:49].[OH:40][C:41]([C:42]([F:43])([F:44])[F:45])=[O:46]>>[NH:8]1[CH2:9][CH2:10][CH:11]([CH2:14][N:15]([CH2:16][CH2:17][CH3:18])[CH:19]2[CH2:20][c:21]3[cH:22][c:23]([O:29][S:30](=[O:31])(=[O:32])[c:33]4[c:34]([CH3:39])[n:35][o:36][c:37]4[CH3:38])[cH:24][cH:25][c:26]3[CH2:27][CH2:28]2)[CH2:12][CH2:13]1. Reactants: C1CCOC1, CCOCC, COC(=O)C(CCCCl)C1CCCCC1, [Na+], [OH-], O. Product: O=C(O)C(CCCCl)C1CCCCC1. Reaction SMILES: [CH2:24]1[O:25][CH2:26][CH2:27][CH2:28]1.[CH3:19][CH2:20][O:21][CH2:22][CH3:23].[Cl:3][CH2:4][CH2:5][CH2:6][CH:7]([C:8](=[O:9])[O:10][CH3:11])[CH:12]1[CH2:13][CH2:14][CH2:15][CH2:16][CH2:17]1.[Na+:2].[OH-:1].[OH2:18]>>[Cl:3][CH2:4][CH2:5][CH2:6][CH:7]([C:8](=[O:9])[OH:10])[CH:12]1[CH2:13][CH2:14][CH2:15][CH2:16][CH2:17]1. Reactants: O=C(Cl)OCC(Cl)(Cl)Cl, ClCCl, COc1cc(C(=O)N2CCCC2CO)c(N)c(OC)c1C, c1ccncc1. Yields the product COc1cc(C(=O)N2CCCC2CO)c(NC(=O)OCC(Cl)(Cl)Cl)c(OC)c1C. RXN SMILES: [Cl:1][C:2](=[O:3])[O:4][CH2:5][C:6]([Cl:7])([Cl:8])[Cl:9].[Cl:37][CH2:38][Cl:39].[NH2:16][c:17]1[c:18]([C:19](=[O:20])[N:21]2[CH:22]([CH2:26][OH:27])[CH2:23][CH2:24][CH2:25]2)[cH:28][c:29]([O:35][CH3:36])[c:30]([CH3:34])[c:31]1[O:32][CH3:33].[cH:10]1[cH:11][cH:12][n:13][cH:14][cH:15]1>>[C:2](=[O:3])([O:4][CH2:5][C:6]([Cl:7])([Cl:8])[Cl:9])[NH:16][c:17]1[c:18]([C:19](=[O:20])[N:21]2[CH:22]([CH2:26][OH:27])[CH2:23][CH2:24][CH2:25]2)[cH:28][c:29]([O:35][CH3:36])[c:30]([CH3:34])[c:31]1[O:32][CH3:33].